Dataset: the Open Reaction Database (ORD), a public repository of structured organic reaction records. Task: describe an organic reaction: reactants, conditions, products, and yield Reactants: O=S(=O)(c1ccc2cc(Br)ccc2c1)N1CCNCC1, FC(F)(F)c1nnc2ccc(Cl)nn12. The product is O=S(=O)(c1ccc2cc(Br)ccc2c1)N1CCN(c2ccc3nnc(C(F)(F)F)n3n2)CC1. As a reaction SMILES: [Br:1][c:2]1[cH:3][c:4]2[cH:5][cH:6][c:7]([S:12](=[O:13])(=[O:14])[N:15]3[CH2:16][CH2:17][NH:18][CH2:19][CH2:20]3)[cH:8][c:9]2[cH:10][cH:11]1.[Cl:21][c:22]1[cH:23][cH:24][c:25]2[n:26]([n:27]1)[c:28]([C:31]([F:32])([F:33])[F:34])[n:29][n:30]2>>[Br:1][c:2]1[cH:3][c:4]2[cH:5][cH:6][c:7]([S:12](=[O:13])(=[O:14])[N:15]3[CH2:16][CH2:17][N:18]([c:22]4[cH:23][cH:24][c:25]5[n:26]([n:27]4)[c:28]([C:31]([F:32])([F:33])[F:34])[n:29][n:30]5)[CH2:19][CH2:20]3)[cH:8][c:9]2[cH:10][cH:11]1. Starting materials: C(C1=CC=CC=C1)OC(C1=CC=C(C=C1)OC(C(CCCCC)C1=CC=2C(CCC(C2C=C1)(C)C)(C)C)=O)=O ((RS)-Benzyl-4-[2-(5,5,8,8-tetramethyl-5,6,7,8-tetrahydronaphthalen-2-yl)-heptanoyloxy]-benzoate), [H][H] (hydrogen). The reagents and catalysts are [Pd] (palladium on carbon). The solvent is C(C)(=O)OCC (ethyl acetate), CCCCC (pentane). Product: CC1(C=2C=CC(=CC2C(CC1)(C)C)C(C(=O)OC1=CC=C(C(=O)O)C=C1)CCCCC)C ((RS)-4-[2-(5,5,8,8-tetramethyl-5,6,7,8-tetrahydronaphthalen-2-yl)-heptanoyloxy]-benzoic Acid). As a reaction SMILES: C([O:8][C:9](=[O:39])[C:10]1[CH:15]=[CH:14][C:13]([O:16][C:17](=[O:38])[CH:18]([C:24]2[CH:33]=[CH:32][C:31]3[C:30]([CH3:35])([CH3:34])[CH2:29][CH2:28][C:27]([CH3:37])([CH3:36])[C:26]=3[CH:25]=2)[CH2:19][CH2:20][CH2:21][CH2:22][CH3:23])=[CH:12][CH:11]=1)C1C=CC=CC=1.[H][H]>C(OCC)(=O)C.[Pd].CCCCC>[CH3:34][C:30]1([CH3:35])[CH2:29][CH2:28][C:27]([CH3:36])([CH3:37])[C:26]2[CH:25]=[C:24]([CH:18]([CH2:19][CH2:20][CH2:21][CH2:22][CH3:23])[C:17]([O:16][C:13]3[CH:12]=[CH:11][C:10]([C:9]([OH:39])=[O:8])=[CH:15][CH:14]=3)=[O:38])[CH:33]=[CH:32][C:31]1=2. Procedure: 403 mg of (RS)-Benzyl-4-[2-(5,5,8,8-tetramethyl-5,6,7,8-tetrahydronaphthalen-2-yl)-heptanoyloxy]-benzoate in 10 ml of ethyl acetate with 80 mg of palladium on carbon (10% w/w) was subjected to an atmospheric pressure of hydrogen for 1 hour. The mixture was filtered over Celite and washed with about 10 ml ethyl acetate. The solution was evaporated, giving a colorless oil. Trituration in pentane gave a white amorphous solid, 303 mg, m.p. 133-135° C. Product: Brc1cccc2nn(Cc3ccccc3)cc12. Reaction SMILES: [Br:11][CH2:12][c:13]1[cH:14][cH:15][cH:16][cH:17][cH:18]1.[Br:1][c:2]1[c:3]2[cH:4][n:5][nH:6][c:7]2[cH:8][cH:9][cH:10]1.[CH3:24][CH2:25][O:26][C:27](=[O:28])[CH3:29].[O:19]=[CH:20][N:21]([CH3:22])[CH3:23].[OH2:30]>>[Br:1][c:2]1[c:3]2[cH:4][n:5]([CH2:12][c:13]3[cH:14][cH:15][cH:16][cH:17][cH:18]3)[n:6][c:7]2[cH:8][cH:9][cH:10]1. The reactants are BrCc1ccccc1, Brc1cccc2[nH]ncc12, CCOC(C)=O, CN(C)C=O, O. Reactants: [Br-], Br, O=N[O-], O=NO, Nc1ccc2c(c1)COC2=O, [Na+], O. Product: O=C1OCc2cc(Br)ccc21. RXN SMILES: [Br-:19].[BrH:20].[N:12]([O-:13])=[O:14].[N:16]([OH:17])=[O:18].[NH2:1][c:2]1[cH:3][c:4]2[c:9]([cH:10][cH:11]1)[C:7](=[O:8])[O:6][CH2:5]2.[Na+:15].[OH2:21]>>[c:2]1([Br:19])[cH:3][c:4]2[c:9]([cH:10][cH:11]1)[C:7](=[O:8])[O:6][CH2:5]2. Reactants: O=Cc1cccc(Br)c1, C#CCCN1CCCCC1, C1CCNC1, [Cu]I. Yields the product O=Cc1cccc(C#CCCN2CCCCC2)c1. As a reaction SMILES: [Br:1][c:2]1[cH:3][c:4]([CH:5]=[O:6])[cH:7][cH:8][cH:9]1.[CH2:10]([CH2:11][C:12]#[CH:13])[N:14]1[CH2:15][CH2:16][CH2:17][CH2:18][CH2:19]1.[CH2:22]1[CH2:23][NH:24][CH2:25][CH2:26]1.[Cu:20][I:21]>>[c:2]1([C:13]#[C:12][CH2:11][CH2:10][N:14]2[CH2:15][CH2:16][CH2:17][CH2:18][CH2:19]2)[cH:3][c:4]([CH:5]=[O:6])[cH:7][cH:8][cH:9]1. The product is FC(CN1[C@@H](C=2NC3=CC=CC=C3C2C[C@H]1C)C1=CC=C(C=C1)/C=C/C(=O)O)(C)C ((E)-3-(4-((1R,3R)-2-(2-Fluoro-2-methylpropyl)-3-methyl-2,3,4,9-tetrahydro-1H-pyrido[3,4-b]indol-1-yl)phenyl)acrylic acid). Run at temperature 20 celsius, time 2 hour. Run in CO (methanol). The yield is 20.9%. RXN SMILES: [OH-].[Na+].[F:3][C:4]([CH3:33])([CH3:32])[CH2:5][N:6]1[C@H:18]([CH3:19])[CH2:17][C:16]2[C:15]3[C:10](=[CH:11][CH:12]=[CH:13][CH:14]=3)[NH:9][C:8]=2[C@H:7]1[C:20]1[CH:25]=[CH:24][C:23](/[CH:26]=[CH:27]/[C:28]([O:30]C)=[O:29])=[CH:22][CH:21]=1>CO>[F:3][C:4]([CH3:32])([CH3:33])[CH2:5][N:6]1[C@H:18]([CH3:19])[CH2:17][C:16]2[C:15]3[C:10](=[CH:11][CH:12]=[CH:13][CH:14]=3)[NH:9][C:8]=2[C@H:7]1[C:20]1[CH:21]=[CH:22][C:23](/[CH:26]=[CH:27]/[C:28]([OH:30])=[O:29])=[CH:24][CH:25]=1 |f:0.1|. The reactants are [OH-].[Na+] (Sodium hydroxide), FC(CN1[C@@H](C=2NC3=CC=CC=C3C2C[C@H]1C)C1=CC=C(C=C1)/C=C/C(=O)OC)(C)C ((E)-methyl 3-(4-((1R,3R)-2-(2-fluoro-2-methylpropyl)-3-methyl-2,3,4,9-tetrahydro-1H-pyrido[3,4-b]indol-1-yl)phenyl)acrylate). Procedure: 7.5M Sodium hydroxide solution (0.983 ml, 7.37 mmol) was added to a solution of (E)-methyl 3-(4-((1R,3R)-2-(2-fluoro-2-methylpropyl)-3-methyl-2,3,4,9-tetrahydro-1H-pyrido[3,4-b]indol-1-yl)phenyl)acrylate (310 mg, 0.74 mmol) in methanol (5 ml). The mixture was stirred at 20° C. for 2 hours. The reaction mixture was purified by ion exchange chromatography, using an SCX-2 column. Fractions containing the desired product were eluted from the column using 7M NH3/methanol and pure fractions were evapo... Starting materials: CS(C)=O, CCO, O=C1CCCc2c1ccc(OC(Cn1ccnc1)c1ccccc1)c2CS(=O)(=O)c1ccccc1. The product is O=C1CCCc2c1ccc(OC(Cn1ccnc1CO)c1ccccc1)c2CS(=O)(=O)c1ccccc1. As a reaction SMILES: [CH3:36][S:37]([CH3:38])=[O:39].[CH3:40][CH2:41][OH:42].[n:1]1([CH2:6][CH:7]([O:8][c:9]2[c:10]([CH2:20][S:21](=[O:22])(=[O:23])[c:24]3[cH:25][cH:26][cH:27][cH:28][cH:29]3)[c:11]3[c:16]([cH:17][cH:18]2)[C:15](=[O:19])[CH2:14][CH2:13][CH2:12]3)[c:30]2[cH:31][cH:32][cH:33][cH:34][cH:35]2)[cH:2][n:3][cH:4][cH:5]1>>[n:1]1([CH2:6][CH:7]([O:8][c:9]2[c:10]([CH2:20][S:21](=[O:22])(=[O:23])[c:24]3[cH:25][cH:26][cH:27][cH:28][cH:29]3)[c:11]3[c:16]([cH:17][cH:18]2)[C:15](=[O:19])[CH2:14][CH2:13][CH2:12]3)[c:30]2[cH:31][cH:32][cH:33][cH:34][cH:35]2)[c:2]([CH2:41][OH:42])[n:3][cH:4][cH:5]1. Reactants: mixed acid, [N+](=O)(O)[O-] (HNO3), ClC1=CC=C(C=2C(C3=CC=CC=C3C(C12)=O)=O)Cl (1,4-dichloroanthraquinone), OS(=O)(=O)O (H2SO4). Yields the product ClC1=CC=C(C=2C(C3=CC(=CC=C3C(C12)=O)[N+](=O)[O-])=O)Cl (1,4-dichloro-6-nitroanthraquinone). RXN SMILES: [N+:1]([O-:4])(O)=[O:2].[Cl:5][C:6]1[C:19]2[C:18](=[O:20])[C:17]3[C:12](=[CH:13][CH:14]=[CH:15][CH:16]=3)[C:11](=[O:21])[C:10]=2[C:9]([Cl:22])=[CH:8][CH:7]=1.OS(O)(=O)=O>>[Cl:5][C:6]1[C:19]2[C:18](=[O:20])[C:17]3[C:12](=[CH:13][C:14]([N+:1]([O-:4])=[O:2])=[CH:15][CH:16]=3)[C:11](=[O:21])[C:10]=2[C:9]([Cl:22])=[CH:8][CH:7]=1. Procedure: 80 g of a mixed acid containing 33% of HNO3 are added dropwise at 5° to 10° C. in the course of 2 to 4 hours to a solution of 110.0 g of 1,4-dichloroanthraquinone in 600 ml of 96% strength H2SO4. The mixture is allowed slowly to warm to room temperature, and is then stirred for a further few hours, and the precipitated 1,4-dichloro-5-nitroanthraquinone (112.6 g) is filtered off with suction. The mother liquor is stirred into 2 liters of water. The solids are then filtered off with suction, and t...